The task is: describe an organic reaction: reactants, conditions, products, and yield. This data is from the Open Reaction Database (ORD), a public repository of structured organic reaction records. The reactants are CCCCC1CC2CCC(C1)N2, CCCCCCC, CCOC(C)=O, COc1ccc2c(c1)N(CC(C)CI)C(=O)CO2. Product: CCCCC1CC2CCC(C1)N2CC(C)CN1C(=O)COc2ccc(OC)cc21. RXN SMILES: [CH2:19]([CH2:20][CH2:21][CH3:22])[CH:23]1[CH2:24][CH:25]2[CH2:26][CH2:27][CH:28]([CH2:29]1)[NH:30]2.[CH3:31][CH2:32][CH2:33][CH2:34][CH2:35][CH2:36][CH3:37].[CH3:38][CH2:39][O:40][C:41]([CH3:42])=[O:43].[I:1][CH2:2][CH:3]([CH2:4][N:5]1[C:6](=[O:17])[CH2:7][O:8][c:9]2[c:10]1[cH:11][c:12]([O:15][CH3:16])[cH:13][cH:14]2)[CH3:18]>>[CH2:2]([CH:3]([CH2:4][N:5]1[C:6](=[O:17])[CH2:7][O:8][c:9]2[c:10]1[cH:11][c:12]([O:15][CH3:16])[cH:13][cH:14]2)[CH3:18])[N:30]1[CH:25]2[CH2:24][CH:23]([CH2:19][CH2:20][CH2:21][CH3:22])[CH2:29][CH:28]1[CH2:27][CH2:26]2. RXN SMILES: [C:14]([OH:15])(=[O:16])[CH3:17].[CH3:1][c:2]1[o:3][c:4]2[c:5]([n:6]1)[cH:7][cH:8][c:9]([N+:11]([O-:12])=[O:13])[cH:10]2.[Fe:18]>>[CH3:1][c:2]1[o:3][c:4]2[c:5]([n:6]1)[cH:7][cH:8][c:9]([NH2:11])[cH:10]2. The product is Cc1nc2ccc(N)cc2o1. The reactants are CC(=O)O, Cc1nc2ccc([N+](=O)[O-])cc2o1, [Fe].